Dataset: the Open Reaction Database (ORD), a public repository of structured organic reaction records. Task: describe an organic reaction: reactants, conditions, products, and yield Reactants: NC1=CC=C(C(=O)OC)C=C1 (methyl 4-aminobenzoate), [I-].[Na+] (sodium iodide), ClC(C1=C(SC(=C1)C)C)C1CCCCC1 (3-[chloro(cyclohexyl)methyl]-2,5-dimethylthiophene), C([O-])([O-])=O.[Na+].[Na+] (sodium carbonate), Cl (Hydrochloric acid), [OH-].[Na+] (sodium hydroxide). Run in CN(C(C)=O)C (N,N-dimethylacetamide), C(C)O (ethanol), O1CCCC1 (tetrahydrofuran). Conditions: temperature 100 celsius, time 8 hour. The product is C1(CCCCC1)C(C1=C(SC(=C1)C)C)NC1=CC=C(C(=O)O)C=C1 (4-{[cyclohexyl(2,5-dimethylthiophen-3-yl)methyl]amino}benzoic acid). Yield: 88.2%. As a reaction SMILES: Cl[CH:2]([CH:10]1[CH2:15][CH2:14][CH2:13][CH2:12][CH2:11]1)[C:3]1[CH:7]=[C:6]([CH3:8])[S:5][C:4]=1[CH3:9].[NH2:16][C:17]1[CH:26]=[CH:25][C:20]([C:21]([O:23]C)=[O:22])=[CH:19][CH:18]=1.[I-].[Na+].C(=O)([O-])[O-].[Na+].[Na+].Cl.[OH-].[Na+]>C(O)C.O1CCCC1.CN(C)C(=O)C>[CH:10]1([CH:2]([NH:16][C:17]2[CH:26]=[CH:25][C:20]([C:21]([OH:23])=[O:22])=[CH:19][CH:18]=2)[C:3]2[CH:7]=[C:6]([CH3:8])[S:5][C:4]=2[CH3:9])[CH2:15][CH2:14][CH2:13][CH2:12][CH2:11]1 |f:2.3,4.5.6,8.9|. Procedure details: To a mixture of 3-[chloro(cyclohexyl)methyl]-2,5-dimethylthiophene (653 mg) synthesized above, methyl 4-aminobenzoate (813 mg), sodium iodide (806 mg) and N,N-dimethylacetamide (15 mL) was added sodium carbonate (570 mg), and the mixture was stirred overnight at 100° C. under an argon atmosphere. 1N Hydrochloric acid was added to quench the reaction, and the mixture was extracted with ethyl acetate. The extract was washed with 1N hydrochloric acid and saturated brine, dried over magnesium sulfat...